From a dataset of the Open Reaction Database (ORD), a public repository of structured organic reaction records. describe an organic reaction: reactants, conditions, products, and yield Reactants: ClC1=NC=2N3C(C(NC2C=N1)=O)COCC3 (2-chloro-6a,7,9,10-tetrahydro-[1,4]oxazino[3,4-h]pteridin-6(5H)-one), CC(C)(C)[O-].[Na+] (sodium 2-methylpropan-2-olate), BrCC1CC1 ((bromomethyl)cyclopropane). The solvent is CS(=O)C (DMSO), CS(=O)C (DMSO). Reaction conditions: temperature 0 celsius, time 16 hour. Product: ClC1=NC=2N3C(C(N(C2C=N1)CC1CC1)=O)COCC3 (2-chloro-5-(cyclopropylmethyl)-6a,7,9,10-tetrahydro-[1,4]oxazino[3,4-h]pteridin-6(5H)-one). The yield is 76.2%. RXN SMILES: [Cl:1][C:2]1[N:11]=[CH:10][C:9]2[NH:8][C:7](=[O:12])[CH:6]3[CH2:13][O:14][CH2:15][CH2:16][N:5]3[C:4]=2[N:3]=1.[CH3:17][C:18]([O-])([CH3:20])[CH3:19].[Na+].BrCC1CC1>CS(C)=O>[Cl:1][C:2]1[N:11]=[CH:10][C:9]2[N:8]([CH2:17][CH:18]3[CH2:20][CH2:19]3)[C:7](=[O:12])[CH:6]3[CH2:13][O:14][CH2:15][CH2:16][N:5]3[C:4]=2[N:3]=1 |f:1.2|. Procedure: To a round-bottomed flask equipped with a magnetic stirrer was added 2-chloro-6a,7,9,10-tetrahydro-[1,4]oxazino[3,4-h]pteridin-6(5H)-one (800 mg, 3.32 mmol), DMSO (5 ml), sodium 2-methylpropan-2-olate (351 mg, 3.66 mmol). The reaction mixture was cooled to 0° C. and (bromomethyl)cyclopropane (0.372 ml, 3.66 mmol) was added in DMSO (1 mL). The reaction was removed from the ice-bath and stirred at 20° C. for 16 hours. The heterogeneous suspension was added to water (10 mL) to give a precipitate, w... The reactants are COC(=O)Cn1c(C)c(Cc2ccc(S(=O)(=O)c3ccc(F)cc3)cc2)c2cc(F)ccc21, Cl, [Na+], C1CCOC1, [OH-]. Yields the product Cc1c(Cc2ccc(S(=O)(=O)c3ccc(F)cc3)cc2)c2cc(F)ccc2n1CC(=O)O. As a reaction SMILES: [CH3:1][O:2][C:3]([CH2:4][n:5]1[c:6]([CH3:32])[c:7]([CH2:15][c:16]2[cH:17][cH:18][c:19]([S:22](=[O:23])(=[O:24])[c:25]3[cH:26][cH:27][c:28]([F:31])[cH:29][cH:30]3)[cH:20][cH:21]2)[c:8]2[cH:9][c:10]([F:14])[cH:11][cH:12][c:13]12)=[O:33].[ClH:36].[Na+:35].[O:37]1[CH2:38][CH2:39][CH2:40][CH2:41]1.[OH-:34]>>[O:2]=[C:3]([CH2:4][n:5]1[c:6]([CH3:32])[c:7]([CH2:15][c:16]2[cH:17][cH:18][c:19]([S:22](=[O:23])(=[O:24])[c:25]3[cH:26][cH:27][c:28]([F:31])[cH:29][cH:30]3)[cH:20][cH:21]2)[c:8]2[cH:9][c:10]([F:14])[cH:11][cH:12][c:13]12)[OH:33]. The reactants are C1CCOC1, C=CCC(C)(C)C(=O)OCc1ccccc1, CC(=O)[O-], B1C2CCCC1CCC2, [Na+], OO. Product: CC(C)(CCCO)C(=O)OCc1ccccc1. Reaction SMILES: [CH2:33]1[O:34][CH2:35][CH2:36][CH2:37]1.[CH3:1][C:2]([C:3](=[O:4])[O:5][CH2:6][c:7]1[cH:8][cH:9][cH:10][cH:11][cH:12]1)([CH2:13][CH:14]=[CH2:15])[CH3:16].[CH3:27][C:28]([O-:29])=[O:30].[CH:17]12[CH2:18][CH2:19][CH2:20][CH:21]([BH:22]1)[CH2:23][CH2:24][CH2:25]2.[Na+:26].[OH:31][OH:32]>>[CH3:1][C:2]([C:3](=[O:4])[O:5][CH2:6][c:7]1[cH:8][cH:9][cH:10][cH:11][cH:12]1)([CH2:13][CH2:14][CH2:15][OH:29])[CH3:16]. Reactants: O=C1C(=CN=C(N1)C1=C(C=CC=C1)OCC1CC1)C(=O)N (1,6-Dihydro-6-oxo-2-(2-cyclopropylmethoxyphenyl)pyrimidine-5-carboxamide), N1=CC=CC=C1 (pyridine). The solvent is P(=O)(Cl)(Cl)Cl (phosphorus oxychloride). Run at time 18 hour. Product: O=C1C(=CN=C(N1)C1=C(C=CC=C1)OCC1CC1)C#N (1,6-Dihydro-6-oxo-2-(2-cyclopropylmethoxyphenyl)pyrimidine-5-carbonitrile). The yield is 59.7%. As a reaction SMILES: [O:1]=[C:2]1[NH:7][C:6]([C:8]2[CH:13]=[CH:12][CH:11]=[CH:10][C:9]=2[O:14][CH2:15][CH:16]2[CH2:18][CH2:17]2)=[N:5][CH:4]=[C:3]1[C:19]([NH2:21])=O.N1C=CC=CC=1>P(Cl)(Cl)(Cl)=O>[O:1]=[C:2]1[NH:7][C:6]([C:8]2[CH:13]=[CH:12][CH:11]=[CH:10][C:9]=2[O:14][CH2:15][CH:16]2[CH2:18][CH2:17]2)=[N:5][CH:4]=[C:3]1[C:19]#[N:21]. Procedure: 1,6-Dihydro-6-oxo-2-(2-cyclopropylmethoxyphenyl)pyrimidine-5-carboxamide (13.6 g., 0.0476 mole) was added to a stirred, cold solution of pyridine (18.9 g., 0.24 mole) in phosphorus oxychloride (136 ml.), and the mixture heated under reflux for 15 minutes. The mixture was evaporated to dryness and the residue added to a mixture of ice and mthylene chloride. The mixture was neutralized with sodium bicarbonate. The methylene chloride layer was dried (sodium sulfate) and concentrated. To the residua... The reactants are C(C)(C)(C)OC(=O)N1CCC(CC1)C(=O)C1=NC2=C(N1)C=CC=C2 (1-(t-butoxycarbonyl)-4-(1H-benzimidazole-2-carbonyl)piperidine), N(=NC(=O)OCC)C(=O)OCC (diethyl azodicarboxylate), C(C1=CC=CO1)O (furfuryl alcohol), C1(=CC=CC=C1)P(C1=CC=CC=C1)C1=CC=CC=C1 (triphenylphosphine). Run in O1CCCC1 (tetrahydrofuran). Conditions: time 18 hour. Product: O1C(=CC=C1)CN1C(=NC2=C1C=CC=C2)C(=O)C2CCNCC2 (4-(1-(fur-2-ylmethyl)-1H-benzimidazole-2-carbonyl)-piperidine). As a reaction SMILES: C(OC([N:8]1[CH2:13][CH2:12][CH:11]([C:14]([C:16]2[NH:20][C:19]3[CH:21]=[CH:22][CH:23]=[CH:24][C:18]=3[N:17]=2)=[O:15])[CH2:10][CH2:9]1)=O)(C)(C)C.[CH2:25](O)[C:26]1[O:30][CH:29]=[CH:28][CH:27]=1.C1(P(C2C=CC=CC=2)C2C=CC=CC=2)C=CC=CC=1.N(C(OCC)=O)=NC(OCC)=O>O1CCCC1>[O:30]1[CH:29]=[CH:28][CH:27]=[C:26]1[CH2:25][N:20]1[C:19]2[CH:21]=[CH:22][CH:23]=[CH:24][C:18]=2[N:17]=[C:16]1[C:14]([CH:11]1[CH2:10][CH2:9][NH:8][CH2:13][CH2:12]1)=[O:15]. Reported procedure: Combine 1-(t-butoxycarbonyl)-4-(1H-benzimidazole-2-carbonyl)piperidine (1.16 mmol), furfuryl alcohol (0.10 mL, 1.16 mmol), and triphenylphosphine (0.33 g, 1.28 mmol) in tetrahydrofuran (5 mL). Add diethyl azodicarboxylate (0.20 mL, 1.28 mmol). After 18 hours, evaporate the reaction mixture in vacuo to give a residue. Partition the residue between ethyl acetate and water. Separate the organic layer and extract with water and saturated aqueous sodium chloride solution. Dry the organic layer over N... Reactants: [H-].[Na+] (sodium hydride), oil, ClC1=NC=C(C=C1)C(F)(F)F (2-chloro-5-trifluoromethylpyridine), [OH-].[Na+] (sodium hydroxide), CC(=O)C1=CC(=CC=C1)Cl (3-Chloroacetophenone), Cl.NO (hydroxylamine hydrochloride). The solvent is COCCOC (DME), CO (methanol). Reaction conditions: temperature -10 celsius. Yields the product ClC=1C=C(C=CC1)C(CC1=NC=C(C=C1)C(F)(F)F)=NO (1-(3-Chlorophenyl)-2-(5-trifluoromethyl-2-pyridinyl)ethanone Oxime). As a reaction SMILES: [H-].[Na+].Cl[C:4]1[CH:9]=[CH:8][C:7]([C:10]([F:13])([F:12])[F:11])=[CH:6][N:5]=1.[CH3:14][C:15]([C:17]1[CH:22]=[CH:21][CH:20]=[C:19]([Cl:23])[CH:18]=1)=O.[OH-:24].[Na+].Cl.[NH2:27]O>CO.COCCOC>[Cl:23][C:19]1[CH:18]=[C:17]([C:15](=[N:27][OH:24])[CH2:14][C:4]2[CH:9]=[CH:8][C:7]([C:10]([F:13])([F:12])[F:11])=[CH:6][N:5]=2)[CH:22]=[CH:21][CH:20]=1 |f:0.1,4.5,6.7|. Procedure details: A reaction vessel was charged with sodium hydride (as a 60% oil dispersion, 14.4 g, 360 mmol), DME (120 ml) and 2-chloro-5-trifluoromethylpyridine (20 g, 110 mmol) under nitrogen. 3-Chloroacetophenone (15.5 ml, 200 mmol) was added in portions to the mixture which was stirring at −10° C. The mixture was allowed to warm to ambient temperature and then heated to 40-45° C. for 5 hours. Upon completion of the reaction, the mixture was cooled to 5° C. and 10% aqueous sodium hydroxide solution (60 ml) ... Reactants: Cc1ccccc1N1CCNCC1, CC(=O)N1CCc2c(c(-c3ccc(Cl)c([N+](=O)[O-])c3)nn2CC2CO2)C1, ClCCl, O. The product is CC(=O)N1CCc2c(c(-c3ccc(Cl)c([N+](=O)[O-])c3)nn2CC(O)CN2CCN(c3ccccc3C)CC2)C1. Reaction SMILES: [CH3:27][c:28]1[c:29]([N:34]2[CH2:35][CH2:36][NH:37][CH2:38][CH2:39]2)[cH:30][cH:31][cH:32][cH:33]1.[Cl:1][c:2]1[c:3]([N+:24](=[O:25])[O-:26])[cH:4][c:5](-[c:8]2[n:9][n:10]([CH2:20][CH:21]3[O:22][CH2:23]3)[c:11]3[c:12]2[CH2:13][N:14]([C:17]([CH3:18])=[O:19])[CH2:15][CH2:16]3)[cH:6][cH:7]1.[Cl:40][CH2:41][Cl:42].[OH2:43]>>[Cl:1][c:2]1[c:3]([N+:24](=[O:25])[O-:26])[cH:4][c:5](-[c:8]2[n:9][n:10]([CH2:20][CH:21]([OH:22])[CH2:23][N:37]3[CH2:36][CH2:35][N:34]([c:29]4[c:28]([CH3:27])[cH:33][cH:32][cH:31][cH:30]4)[CH2:39][CH2:38]3)[c:11]3[c:12]2[CH2:13][N:14]([C:17]([CH3:18])=[O:19])[CH2:15][CH2:16]3)[cH:6][cH:7]1. The reactants are CN(C)C=O (DMF), C1(CC1)C(=O)NC1=NN2C(C=CC=C2C2=CC=C(C(=O)O)C=C2)=N1 (4-[2-(cyclopropanecarbonyl-amino)-[1,2,4]triazolo[1,5-a]pyridin-5-yl]-benzoic acid), C(C(=O)Cl)(=O)Cl (oxalyl chloride). Run in C(Cl)Cl (DCM). Reaction conditions: time 2 hour. Yields the product C1(CC1)C(=O)NC1=NN2C(C=CC=C2C2=CC=C(C(=O)Cl)C=C2)=N1 (4-[2-(Cyclopropanecarbonyl-amino)-[1,2,4]triazolo[1,5-a]pyridin-5-yl]-benzoyl chloride). Reaction SMILES: CN(C=O)C.[CH:6]1([C:9]([NH:11][C:12]2[N:29]=[C:15]3[CH:16]=[CH:17][CH:18]=[C:19]([C:20]4[CH:28]=[CH:27][C:23]([C:24](O)=[O:25])=[CH:22][CH:21]=4)[N:14]3[N:13]=2)=[O:10])[CH2:8][CH2:7]1.C(Cl)(=O)C([Cl:33])=O>C(Cl)Cl>[CH:6]1([C:9]([NH:11][C:12]2[N:29]=[C:15]3[CH:16]=[CH:17][CH:18]=[C:19]([C:20]4[CH:28]=[CH:27][C:23]([C:24]([Cl:33])=[O:25])=[CH:22][CH:21]=4)[N:14]3[N:13]=2)=[O:10])[CH2:8][CH2:7]1. Reported procedure: 2 Drops of DMF are added to a solution of 4-[2-(cyclopropanecarbonyl-amino)-[1,2,4]triazolo[1,5-a]pyridin-5-yl]-benzoic acid (1 eq) obtained by Method A using 4-carboxyphenylboronic acid in DCM under N2 atmosphere. Then oxalyl chloride (2 eq) is added dropwise to this resulting solution (gas release). The mixture is stirred at room temperature for 2 hours. After completion of the reaction by LCMS, the solvent is removed. The crude acid chloride is used without further purification in next step. Starting materials: CC(CCC1(C(CC(C2=CC=CC=C12)=O)=O)C(=O)OC)C (methyl 1-(3-methylbutyl)-2,4-dioxo-1,2,3,4-tetrahydronaphthalene-1-carboxylate), [OH-].[Na+] (NaOH), Cl (HCl). The product is OC1(C(CC(C2=CC=CC=C12)=O)=O)CCC(C)C (4-hydroxy-4-(3-methylbutyl)naphthalene-1,3 (2H,4H)-dione). Yield: 63.2%. As a reaction SMILES: [CH3:1][CH:2]([CH3:21])[CH2:3][CH2:4][C:5]1(C(OC)=O)[C:14]2[C:9](=[CH:10][CH:11]=[CH:12][CH:13]=2)[C:8](=[O:15])[CH2:7][C:6]1=[O:16].Cl.[OH-:23].[Na+]>>[OH:23][C:5]1([CH2:4][CH2:3][CH:2]([CH3:21])[CH3:1])[C:14]2[C:9](=[CH:10][CH:11]=[CH:12][CH:13]=2)[C:8](=[O:15])[CH2:7][C:6]1=[O:16] |f:2.3|. Reported procedure: A solution of Example 2C (1 g, 3.47 mmol) in 1 N NaOH (20.8 mL) was stirred at 40° C. for 4 days. The solution was neutralized to pH 7 with 1 N HCl, extracted with ethyl acetate, and the organic layer was concentrated in vacuo. Column chromatography on silica (7% methanol/dichloromethane) afforded the title compound as a white solid (0.54 g, 63.2%).